describe an organic reaction: reactants, conditions, products, and yield From a dataset of the Open Reaction Database (ORD), a public repository of structured organic reaction records. The reactants are COC(C1=CC(=CC=C1)NC(=O)N(CC1=CC=C(C=C1)C(NC=1N=NNN1)=O)C1=CC=C(C=C1)C(C)(C)C)=O (3-{3-(4-tert-butylphenyl)-3-[4-(2H-tetrazol-5-ylcarbamoyl)benzyl]ureido}benzoic acid methyl ester), C[Si]([O-])(C)C.[K+] (potassium trimethylsilanolate). The solvent is C1CCOC1 (THF). Conditions: temperature 25 celsius, time 4 hour. The product is C(C)(C)(C)C1=CC=C(C=C1)N(C(NC=1C=C(C(=O)O)C=CC1)=O)CC1=CC=C(C=C1)C(NC=1N=NNN1)=O (3-{3-(4-tert-butylphenyl)-3-[4-(2H-tetrazol-5-ylcarbamoyl)benzyl]ureido}benzoic acid). RXN SMILES: C[O:2][C:3](=[O:39])[C:4]1[CH:9]=[CH:8][CH:7]=[C:6]([NH:10][C:11]([N:13]([C:29]2[CH:34]=[CH:33][C:32]([C:35]([CH3:38])([CH3:37])[CH3:36])=[CH:31][CH:30]=2)[CH2:14][C:15]2[CH:20]=[CH:19][C:18]([C:21](=[O:28])[NH:22][C:23]3[N:24]=[N:25][NH:26][N:27]=3)=[CH:17][CH:16]=2)=[O:12])[CH:5]=1.C[Si](C)(C)[O-].[K+]>C1COCC1>[C:35]([C:32]1[CH:31]=[CH:30][C:29]([N:13]([CH2:14][C:15]2[CH:20]=[CH:19][C:18]([C:21](=[O:28])[NH:22][C:23]3[N:24]=[N:25][NH:26][N:27]=3)=[CH:17][CH:16]=2)[C:11](=[O:12])[NH:10][C:6]2[CH:5]=[C:4]([CH:9]=[CH:8][CH:7]=2)[C:3]([OH:39])=[O:2])=[CH:34][CH:33]=1)([CH3:38])([CH3:36])[CH3:37] |f:1.2|. Reported procedure: To the above resin bound 3-{3-(4-tert-butylphenyl)-3-[4-(2H-tetrazol-5-ylcarbamoyl)benzyl]ureido}benzoic acid methyl ester was added a solution of potassium trimethylsilanolate in THF (1M, 5 mL). The mixture was shaken 4 hours at 25° C., filtered and allowed to react with a solution of acetic acid in THF (20%, 5 mL) at 25° C. overnight. Filtration followed by washing of the resin with dichloromethane (2×10 mL) afforded the resin bound title compound. Starting materials: C(C)OC(CCCN)OCC (4-aminobutyraldehyde diethyl acetal), C(=O)(OCC)N1C(C=2C(C1=O)=CC=CC2)=O (N-carbethoxyphthalimide). The solvent is CC#N (CH3CN). Yields the product C1(C=2C(C(N1)=O)=CC=CC2)=O (phthalimide). As a reaction SMILES: C(OC(OCC)CCCN)C.C([N:17]1[C:21](=[O:22])[C:20]2=[CH:23][CH:24]=[CH:25][CH:26]=[C:19]2[C:18]1=[O:27])(OCC)=O>CC#N>[C:21]1(=[O:22])[NH:17][C:18](=[O:27])[C:19]2=[CH:26][CH:25]=[CH:24][CH:23]=[C:20]12. Procedure: To a stirred solution of 4-aminobutyraldehyde diethyl acetal 1a (89.3 mmol) in CH3CN (100 mL) was added N-carbethoxyphthalimide (93.8 mmol). Once the reaction was complete, the acetonitrile was removed under reduced pressure and the aqueous phase extracted with EtOAc (×3). The organic phase were combined, then washed with water (×4), saturated brine (×3), then dried (Na2SO4), filtered, and evaporated under reduced pressure to give the title compound 1b, which crystallized on standing. Reactants: OS(=O)(=O)O (H2SO4), OP(=O)(O)O (H3PO4). The solvent is O (water). Product: P(O)(O)(O)=O.S(O)(O)(=O)=O (Phosphoric Acid Sulfuric Acid). As a reaction SMILES: [OH:1][S:2]([OH:5])(=[O:4])=[O:3].[OH:6][P:7]([OH:10])([OH:9])=[O:8]>O>[P:7](=[O:6])([OH:10])([OH:9])[OH:8].[S:2](=[O:3])(=[O:1])([OH:5])[OH:4] |f:3.4|. Procedure: 150 ml concentrated H2SO4 and 150 ml concentrated H3PO4 are diluted to 1 liter with distilled water. Starting materials: FC(C(=O)O)(F)F (Trifluoroacetic acid), C(C)(C)[SiH](C(C)C)C(C)C (triisopropylsilane), C(C1=CC=CC=C1)[C@H](N(C([C@@H](NC([C@@H](N(C([C@@H](NC([C@@H](NC(OC(C)(C)C)=O)C)=O)C(C)C)=O)C)CC(C)C)=O)[C@@H](C)OC(C1=CC=CC=C1)(C1=CC=CC=C1)C1=CC=CC=C1)=O)C)C(NCC(N([C@H](C(N([C@H](C(N[C@H](C(N[C@@H](CC(=O)OC1=C(C=CC=C1C)SSCC)C(N([C@H](C(N[C@H](C(N1CCCCC1)=O)C)=O)CC1=CC=CC=C1)C)=O)=O)CC1=CC=CC=C1)=O)C(C)C)C)=O)CC(C)C)C)=O)=O (2-(ethyldisulfanyl)-6-methylphenyl (6S,9S,12S,15S,18S,24S,27S,30S,33S)-18,30-dibenzyl-12,24-diisobutyl-9,27-diisopropyl-2,2,6,11,17,23,26-heptamethyl-33-(methyl((S)-1-oxo-1-(((S)-1-oxo-1-(piperidin-1-yl)propan-2-yl)amino)-3-phenylpropan-2-yl)carbamoyl)-4,7,10,13,16,19,22,25,28,31-decaoxo-15-((R)-1-(trityloxy)ethyl)-3-oxa-5,8,11,14,17,20,23,26,29,32-decaazapentatriacontan-35-oate). Solvent: ClCCl (dichloromethane). Conditions: time 1 hour. Yields the product N[C@H](C(N[C@H](C(N([C@H](C(N[C@H](C(N([C@H](C(NCC(N([C@H](C(N([C@H](C(N[C@H](C(N[C@@H](CC(=O)OC1=C(C=CC=C1C)SSCC)C(N([C@H](C(N[C@H](C(N1CCCCC1)=O)C)=O)CC1=CC=CC=C1)C)=O)=O)CC1=CC=CC=C1)=O)C(C)C)C)=O)CC(C)C)C)=O)=O)CC1=CC=CC=C1)C)=O)[C@@H](C)O)=O)CC(C)C)C)=O)C(C)C)=O)C (2-(ethyldisulfanyl)-6-methylphenyl (3S,6S,9S,12S,18S,21S,24S,27S,30S)-30-amino-6,18-dibenzyl-21-((R)-1-hydroxyethyl)-12,24-diisobutyl-9,27-diisopropyl-10,13,19,25-tetramethyl-3-(methyl((S)-1-oxo-1-(((S)-1-oxo-1-(piperidin-1-yl)propan-2-yl)amino)-3-phenylpropan-2-yl)carbamoyl)-5,8,11,14,17,20,23,26,29-nonaoxo-4,7,10,13,16,19,22,25,28-nonaazahentriacontan-1-oate). Yield: 51.2%. Reaction SMILES: FC(F)(F)C(O)=O.C([SiH](C(C)C)C(C)C)(C)C.[CH2:18]([C@@H:25]([C:82](=[O:157])[NH:83][CH2:84][C:85](=[O:156])[N:86]([CH3:155])[C@@H:87]([CH2:151][CH:152]([CH3:154])[CH3:153])[C:88](=[O:150])[N:89]([CH3:149])[C@@H:90]([CH:146]([CH3:148])[CH3:147])[C:91](=[O:145])[NH:92][C@@H:93]([CH2:138][C:139]1[CH:144]=[CH:143][CH:142]=[CH:141][CH:140]=1)[C:94](=[O:137])[NH:95][C@H:96]([C:112](=[O:136])[N:113]([CH3:135])[C@@H:114]([CH2:128][C:129]1[CH:134]=[CH:133][CH:132]=[CH:131][CH:130]=1)[C:115](=[O:127])[NH:116][C@@H:117]([CH3:126])[C:118](=[O:125])[N:119]1[CH2:124][CH2:123][CH2:122][CH2:121][CH2:120]1)[CH2:97][C:98]([O:100][C:101]1[C:106]([CH3:107])=[CH:105][CH:104]=[CH:103][C:102]=1[S:108][S:109][CH2:110][CH3:111])=[O:99])[N:26]([CH3:81])[C:27](=[O:80])[C@H:28]([C@H:58]([O:60]C(C1C=CC=CC=1)(C1C=CC=CC=1)C1C=CC=CC=1)[CH3:59])[NH:29][C:30](=[O:57])[C@H:31]([CH2:53][CH:54]([CH3:56])[CH3:55])[N:32]([CH3:52])[C:33](=[O:51])[C@H:34]([CH:48]([CH3:50])[CH3:49])[NH:35][C:36](=[O:47])[C@H:37]([CH3:46])[NH:38]C(=O)OC(C)(C)C)[C:19]1[CH:24]=[CH:23][CH:22]=[CH:21][CH:20]=1>ClCCl>[NH2:38][C@@H:37]([CH3:46])[C:36](=[O:47])[NH:35][C@@H:34]([CH:48]([CH3:50])[CH3:49])[C:33](=[O:51])[N:32]([CH3:52])[C@@H:31]([CH2:53][CH:54]([CH3:56])[CH3:55])[C:30](=[O:57])[NH:29][C@@H:28]([C@H:58]([OH:60])[CH3:59])[C:27](=[O:80])[N:26]([CH3:81])[C@@H:25]([CH2:18][C:19]1[CH:20]=[CH:21][CH:22]=[CH:23][CH:24]=1)[C:82](=[O:157])[NH:83][CH2:84][C:85](=[O:156])[N:86]([CH3:155])[C@@H:87]([CH2:151][CH:152]([CH3:153])[CH3:154])[C:88](=[O:150])[N:89]([CH3:149])[C@@H:90]([CH:146]([CH3:147])[CH3:148])[C:91](=[O:145])[NH:92][C@@H:93]([CH2:138][C:139]1[CH:144]=[CH:143][CH:142]=[CH:141][CH:140]=1)[C:94](=[O:137])[NH:95][C@H:96]([C:112](=[O:136])[N:113]([CH3:135])[C@@H:114]([CH2:128][C:129]1[CH:134]=[CH:133][CH:132]=[CH:131][CH:130]=1)[C:115](=[O:127])[NH:116][C@@H:117]([CH3:126])[C:118](=[O:125])[N:119]1[CH2:120][CH2:121][CH2:122][CH2:123][CH2:124]1)[CH2:97][C:98]([O:100][C:101]1[C:106]([CH3:107])=[CH:105][CH:104]=[CH:103][C:102]=1[S:108][S:109][CH2:110][CH3:111])=[O:99]. Procedure: Trifluoroacetic acid (300 ul) and triisopropylsilane (27.7 ul, 0.135 mmol) were added to a solution of 2-(ethyldisulfanyl)-6-methylphenyl (6S,9S,12S,15S,18S,24S,27S,30S,33S)-18,30-dibenzyl-12,24-diisobutyl-9,27-diisopropyl-2,2,6,11,17,23,26-heptamethyl-33-(methyl((S)-1-oxo-1-(((S)-1-oxo-1-(piperidin-1-yl)propan-2-yl)amino)-3-phenylpropan-2-yl)carbamoyl)-4,7,10,13,16,19,22,25,28,31-decaoxo-15-((R)-1-(trityloxy)ethyl)-3-oxa-5,8,11,14,17,20,23,26,29,32-decaazapentatriacontan-35-oate (Compound P-138... Starting materials: N1(CCNCC1)C(=O)OC(C)(C)C (1,1-dimethylethyl piperazine-1-carboxylate), ICCCCCC=1C(N(C(C1C)=O)C1=CC(=C(C#N)C=C1)C(F)(F)F)=O (4-[2,5-dihydro-3-(5-iodopentyl)-4-methyl-2,5-dioxo-1H-pyrrol-1-yl]-2-(trifluoromethyl)benzonitrile). The solvent is O1CCCC1 (tetrahydrofuran), C(C)(=O)OCC (ethyl acetate). Run at time 7 day. The product is C(#N)C1=C(C=C(C=C1)N1C(C(=C(C1=O)C)CCCCCN1CCN(CC1)C(=O)OC(C)(C)C)=O)C(F)(F)F (1,1-Dimethylethyl 4-[5-[1-[4-Cyano-3-(trifluoromethyl)phenyl]-2,5-dihydro-4-methyl-2,5-dioxo-1H-pyrrol-3-yl]pentyl]piperazine-1-carboxylate). The yield is 98.0%. As a reaction SMILES: [N:1]1([C:7]([O:9][C:10]([CH3:13])([CH3:12])[CH3:11])=[O:8])[CH2:6][CH2:5][NH:4][CH2:3][CH2:2]1.I[CH2:15][CH2:16][CH2:17][CH2:18][CH2:19][C:20]1[C:21](=[O:39])[N:22]([C:27]2[CH:34]=[CH:33][C:30]([C:31]#[N:32])=[C:29]([C:35]([F:38])([F:37])[F:36])[CH:28]=2)[C:23](=[O:26])[C:24]=1[CH3:25]>O1CCCC1.C(OCC)(=O)C>[C:31]([C:30]1[CH:33]=[CH:34][C:27]([N:22]2[C:23](=[O:26])[C:24]([CH3:25])=[C:20]([CH2:19][CH2:18][CH2:17][CH2:16][CH2:15][N:4]3[CH2:5][CH2:6][N:1]([C:7]([O:9][C:10]([CH3:13])([CH3:12])[CH3:11])=[O:8])[CH2:2][CH2:3]3)[C:21]2=[O:39])=[CH:28][C:29]=1[C:35]([F:38])([F:37])[F:36])#[N:32]. Procedure: 1.56 g of 1,1-dimethylethyl piperazine-1-carboxylate was added under a nitrogen atmosphere to a solution of 2.0 g of 4-[2,5-dihydro-3-(5-iodopentyl)-4-methyl-2,5-dioxo-1H-pyrrol-1-yl]-2-(trifluoromethyl)benzonitrile in 53 ml of tetrahydrofuran, and this mixture was stirred for 7 days at room temperature. For working-up, it was diluted with ethyl acetate and washed with semi-saturated sodium bicarbonate solution. After drying on sodium sulfate and concentration by evaporation, it was chromatograp... The reactants are C(C)N1CC(CC1)O (1-ethylpyrrolidin-3-ol), O (water), C1(CCCC1)[C@](C(=O)O)(C1=CC=CC=C1)O ((2R)-2-Cyclopentyl-2-hydroxy-2-phenylacetic acid), solution. Run in CN(C)C=O (DMF), CN(C)C=O (DMF). Reaction conditions: time 1 hour. The product is C(C)N1CC(CC1)OC([C@@](C1=CC=CC=C1)(O)C1CCCC1)=O ((2R)-2-Cyclopentyl-2-hydroxy-2-phenylacetic acid 1-ethylpyrrolidin-3-yl ester). The yield is 64.7%. As a reaction SMILES: [CH:1]1([C@@:6]([OH:16])([C:10]2[CH:15]=[CH:14][CH:13]=[CH:12][CH:11]=2)[C:7]([OH:9])=[O:8])[CH2:5][CH2:4][CH2:3][CH2:2]1.[CH2:17]([N:19]1[CH2:23][CH2:22][CH:21](O)[CH2:20]1)[CH3:18].O>CN(C=O)C>[CH2:17]([N:19]1[CH2:23][CH2:22][CH:21]([O:8][C:7](=[O:9])[C@:6]([CH:1]2[CH2:5][CH2:4][CH2:3][CH2:2]2)([OH:16])[C:10]2[CH:11]=[CH:12][CH:13]=[CH:14][CH:15]=2)[CH2:20]1)[CH3:18]. Reported procedure: 0.655 g (0.00297 mol) of (2R)-2-Cyclopentyl-2-hydroxy-2-phenylacetic acid were dissolved in 8 ml of dry DMF. To this solution 0.580 g (0.0036 mol) of 1,1′-carbonildiimidazol were added and the mixture was stirred at room temperature for 1 h. After this time, the mixture obtained was added to a suspension (cooled at 0° C.) of 1-ethylpyrrolidin-3-ol (0.390 ml g, 0.0033 mol) and HNa (0.078 g, 0.0033 mol) in 4 ml of dry DMF. After stirring 15 h at room temperature the reaction mixture was treated wi...